Dataset: the Open Reaction Database (ORD), a public repository of structured organic reaction records. Task: describe an organic reaction: reactants, conditions, products, and yield Reported procedure: This product (4) is treated with 4-mercaptopyridine (2.45 g; 1.3 equivalents) and sodium carbonate (1.8 g; 1 equivalents) at room temperature for 2 hours to give 4-pyridyl sulfide (7) (7.87 g) as in Example F-2. Yield: 71%. The yield is 71.0%. The product is N1=C(C=CC=C1)SC1=NC=CC=C1 (pyridyl sulfide). RXN SMILES: [S:1]([O-])(=O)(=O)[CH3:2].S[C:7]1[CH:12]=[CH:11][N:10]=[CH:9][CH:8]=1.C(=O)([O-])[O-].[Na+].[Na+]>>[N:10]1[CH:11]=[CH:12][CH:7]=[CH:8][C:9]=1[S:1][C:2]1[CH:12]=[CH:7][CH:8]=[CH:9][N:10]=1 |f:2.3.4|. The reactants are S(C)(=O)(=O)[O-] (mesylate), SC1=CC=NC=C1 (4-mercaptopyridine), C([O-])([O-])=O.[Na+].[Na+] (sodium carbonate). Starting materials: O=C1CCC(=O)N1Br, O=C(OOC(=O)c1ccccc1)c1ccccc1, ClC(Cl)(Cl)Cl, [CH3], Cc1cc(Cl)cc2c(-c3ccccc3)onc12. Yields the product Clc1cc(CBr)c2noc(-c3ccccc3)c2c1. Reaction SMILES: [Br:18][N:19]1[C:20](=[O:21])[CH2:22][CH2:23][C:24]1=[O:25].[C:26]([O:27][O:28][C:29](=[O:30])[c:31]1[cH:32][cH:33][cH:34][cH:35][cH:36]1)(=[O:37])[c:38]1[cH:39][cH:40][cH:41][cH:42][cH:43]1.[C:45]([Cl:46])([Cl:47])([Cl:48])[Cl:49].[CH3:44].[Cl:1][c:2]1[cH:3][c:4]([CH3:17])[c:5]2[c:6]([c:7](-[c:10]3[cH:11][cH:12][cH:13][cH:14][cH:15]3)[o:8][n:9]2)[cH:16]1>>[Cl:1][c:2]1[cH:3][c:4]([CH2:17][Br:18])[c:5]2[c:6]([c:7](-[c:10]3[cH:11][cH:12][cH:13][cH:14][cH:15]3)[o:8][n:9]2)[cH:16]1. The reactants are C1(=CC=CC2=CC=CC=C12)C=C1C(=O)OC(C1)=O (2-(1-naphthylmethylene)succinic anhydride), N1CCOCC1 (morpholine). Run in ClCCl (dichloromethane). Product: C1(=CC=CC2=CC=CC=C12)C=C(C(=O)O)CC(=O)N1CCOCC1 (2-(1-naphthylmethylene)-3(morpholinocarbonyl)propionic acid). The yield is 80.5%. Reaction SMILES: [C:1]1([CH:11]=[C:12]2[CH2:17][C:16](=[O:18])[O:15][C:13]2=[O:14])[C:10]2[C:5](=[CH:6][CH:7]=[CH:8][CH:9]=2)[CH:4]=[CH:3][CH:2]=1.[NH:19]1[CH2:24][CH2:23][O:22][CH2:21][CH2:20]1>ClCCl>[C:1]1([CH:11]=[C:12]([CH2:17][C:16]([N:19]2[CH2:24][CH2:23][O:22][CH2:21][CH2:20]2)=[O:18])[C:13]([OH:15])=[O:14])[C:10]2[C:5](=[CH:6][CH:7]=[CH:8][CH:9]=2)[CH:4]=[CH:3][CH:2]=1. Procedure: A solution of 1.00 g of 2-(1-naphthylmethylene)succinic anhydride and 0.37 g of morpholine in 31 ml of dry dichloromethane was stirred for 2 hours at room temperature. The reaction mixture was evaporated under reduced pressure, and the residue was crystallized from a mixture of ethyl acetate, benzene and hexane (1:1:1) to obtain 1.10 g of 2-(1-naphthylmethylene)-3(morpholinocarbonyl)propionic acid as colorless crystals. A solution of 1.00 g of the propionic acid compound was hydrogenated over 0.... The reactants are C(C(C)(C)C)(=O)OCN1C2=C(C=3C=C(C=C(C13)Cl)Cl)CCC2(O[Si](C)(C)C)C(F)(F)F ((5,7-Dichloro-3-(trifluoromethyl)-3-(trimethylsilyloxy)-2,3-dihydrocyclopenta[b]indole-4(1H)-yl)methyl pivalate), [OH-].[K+] (KOH). Run in C1CCOC1 (THF), O (water), O (H2O). Conditions: time 16 hour. Product: ClC1=CC(=CC=2C3=C(NC12)C(CC3)(O)C(F)(F)F)Cl (5,7-Dichloro-3-(trifluoromethyl)-1,2,3,4-tetrahydrocyclopenta[b]indol-3-ol). Isolated yield 430.0%. As a reaction SMILES: C(OC[N:9]1[C:17]2[C:16]([Cl:18])=[CH:15][C:14]([Cl:19])=[CH:13][C:12]=2[C:11]2[CH2:20][CH2:21][C:22]([C:28]([F:31])([F:30])[F:29])([O:23][Si](C)(C)C)[C:10]1=2)(=O)C(C)(C)C.[OH-].[K+]>C1COCC1.O>[Cl:18][C:16]1[C:17]2[NH:9][C:10]3[C:22]([C:28]([F:31])([F:29])[F:30])([OH:23])[CH2:21][CH2:20][C:11]=3[C:12]=2[CH:13]=[C:14]([Cl:19])[CH:15]=1 |f:1.2|. Reported procedure: To (5,7-Dichloro-3-(trifluoromethyl)-3-(trimethylsilyloxy)-2,3-dihydrocyclopenta[b]indole-4(1H)-yl)methyl pivalate (0.32 g, 0.6 mmol) in THF (6.0 mL), cooled to 0° C., KOH (0.18 g, 3.2 mmol), in H2O (6.0 mL) was added. The reaction mixture was slowly warmed to room temperature and stirred for 16 h, diluted with water (10 mL) and extracted with CH2Cl2 (3×10 mL). The combined organic extracts were dried over Na2SO4 and concentrated under reduced pressure to give the crude compound which was purifi... Reactants: Cc1ccc(S(=O)(=O)OCC2CCc3cccc(-c4ccccc4Cl)c3O2)cc1, CS(C)=O, CCOCC, [N-]=[N+]=[N-], [Na+]. The product is [N-]=[N+]=NCC1CCc2cccc(-c3ccccc3Cl)c2O1. RXN SMILES: [CH3:1][c:2]1[cH:3][cH:4][c:5]([S:6]([O:7][CH2:12][CH:13]2[O:14][c:15]3[c:16](-[c:23]4[c:24]([Cl:29])[cH:25][cH:26][cH:27][cH:28]4)[cH:17][cH:18][cH:19][c:20]3[CH2:21][CH2:22]2)(=[O:8])=[O:9])[cH:10][cH:11]1.[CH3:34][S:35](=[O:36])[CH3:37].[CH3:38][CH2:39][O:40][CH2:41][CH3:42].[N-:31]=[N+:32]=[N-:33].[Na+:30]>>[CH2:12]([CH:13]1[O:14][c:15]2[c:16](-[c:23]3[c:24]([Cl:29])[cH:25][cH:26][cH:27][cH:28]3)[cH:17][cH:18][cH:19][c:20]2[CH2:21][CH2:22]1)[N:31]=[N+:32]=[N-:33].